This data is from the Open Reaction Database (ORD), a public repository of structured organic reaction records. The task is: describe an organic reaction: reactants, conditions, products, and yield Starting materials: O=C([O-])[O-], CC(=O)Nc1cc(O)ccc1C(C)=O, C=CCBr, CC(C)=O, [K+], [K+], O. The product is C=CCOc1ccc(C(C)=O)c(NC(C)=O)c1. Reaction SMILES: [C:15](=[O:16])([O-:17])[O-:18].[C:1]([CH3:2])(=[O:3])[c:4]1[c:5]([NH:11][C:12]([CH3:13])=[O:14])[cH:6][c:7]([OH:10])[cH:8][cH:9]1.[CH2:21]([CH:22]=[CH2:23])[Br:24].[CH3:26][C:27](=[O:28])[CH3:29].[K+:19].[K+:20].[OH2:25]>>[C:1]([CH3:2])(=[O:3])[c:4]1[c:5]([NH:11][C:12]([CH3:13])=[O:14])[cH:6][c:7]([O:10][CH2:23][CH:22]=[CH2:21])[cH:8][cH:9]1. The reactants are Cl (hydrogen chloride), solution, CN(C1=CN=NC=C1)CCO (2-(N-methyl-N-(pyridazin-4-yl)amino)ethanol), N(=NC(=O)OCC)C(=O)OCC (Diethyl azodicarboxylate), ClC1=CC(=C(NC2=NC=NC3=CC(=C(C=C23)OC)O)C=C1)F (4-(4-chloro-2-fluoroanilino)-7-hydroxy-6-methoxyquinazoline), C1(=CC=CC=C1)P(C1=CC=CC=C1)C1=CC=CC=C1 (triphenylphosphine). Run in C(Cl)Cl.CO (methylene chloride methanol), C(Cl)Cl (methylene chloride). Run at time 2 hour. The product is Cl.N1=CN=CC2=CC=CC=C12 (quinazoline hydrochloride). The yield is 165.1%. As a reaction SMILES: N(C(OCC)=O)=NC(OCC)=O.[Cl:13]C1C=CC(N[C:19]2[C:28]3[C:23](=[CH:24][C:25](O)=[C:26](OC)[CH:27]=3)[N:22]=[CH:21][N:20]=2)=C(F)C=1.C1(P(C2C=CC=CC=2)C2C=CC=CC=2)C=CC=CC=1.CN(CCO)C1C=CN=NC=1.Cl>C(Cl)Cl.C(Cl)Cl.CO>[ClH:13].[N:22]1[C:23]2[C:28](=[CH:27][CH:26]=[CH:25][CH:24]=2)[CH:19]=[N:20][CH:21]=1 |f:6.7,8.9|. Reported procedure: Diethyl azodicarboxylate (209 mg, 1.2 mmol) was added dropwise to a suspension of 4-(4-chloro-2-fluoroanilino)-7-hydroxy-6-methoxyquinazoline (128 mg, 0.4 mmol), (prepared as described for the starting material in Example 24), triphenylphosphine (314 mg, 1.2 mmol) and 2-(N-methyl-N-(pyridazin-4-yl)amino)ethanol (80 mg, 0.52 mmol) in methylene chloride (5 ml) and the mixture stirred for 2 hours at ambient temperature. The solvent was removed by evaporation, the residue was triturated with ether a... Reactants: BrCC(F)(F)C1=CC(=CC=C1)F (1-(2-Bromo-1,1-difluoroethyl)-3-fluorobenzene), [N-]=[N+]=[N-].[Na+] (NaN3). Solvent: CS(=O)C (DMSO). Conditions: temperature 110 celsius, time 8 hour. Product: N(=[N+]=[N-])CC(F)(F)C1=CC(=CC=C1)F (1-(2-Azido-1,1-difluoroethyl)-3-fluorobenzene). The yield is 84.5%. Reaction SMILES: Br[CH2:2][C:3]([C:6]1[CH:11]=[CH:10][CH:9]=[C:8]([F:12])[CH:7]=1)([F:5])[F:4].[N-:13]=[N+:14]=[N-:15].[Na+]>CS(C)=O>[N:13]([CH2:2][C:3]([C:6]1[CH:11]=[CH:10][CH:9]=[C:8]([F:12])[CH:7]=1)([F:5])[F:4])=[N+:14]=[N-:15] |f:1.2|. Procedure details: To a solution of 14 (2.4 g, 10 mmol) in anhydrous DMSO (15 mL) was added NaN3 (1.0 g, 15.7 mmol). The reaction solution turned purple upon heating. After being stirred at 110° C. for 8 h, the reaction mixture was cooled to room temperature and partitioned between EtOAc (300 mL) and H2O (200 mL). The organic layer was washed with H2O (200 mL), brine (200 mL), and dried over Na2SO4. The solvents were removed by rotary evaporation. The crude product was purified by flash column chromatography (EtOA...